Dataset: the Open Reaction Database (ORD), a public repository of structured organic reaction records. Task: describe an organic reaction: reactants, conditions, products, and yield Yields the product FC(F)(F)c1cc(Nc2cccc3[nH]ccc23)nc(-c2cccnc2)n1. RXN SMILES: [Cl:1][c:2]1[n:3][c:4](-[c:12]2[cH:13][n:14][cH:15][cH:16][cH:17]2)[n:5][c:6]([C:8]([F:9])([F:10])[F:11])[cH:7]1.[NH2:18][c:19]1[c:20]2[cH:21][cH:22][nH:23][c:24]2[cH:25][cH:26][cH:27]1>>[c:2]1([NH:18][c:19]2[c:20]3[cH:21][cH:22][nH:23][c:24]3[cH:25][cH:26][cH:27]2)[n:3][c:4](-[c:12]2[cH:13][n:14][cH:15][cH:16][cH:17]2)[n:5][c:6]([C:8]([F:9])([F:10])[F:11])[cH:7]1. The reactants are FC(F)(F)c1cc(Cl)nc(-c2cccnc2)n1, Nc1cccc2[nH]ccc12. Starting materials: O=C1CCC(=O)N1Br, Cc1ccc2ccc(=O)oc2c1, CC#N. Product: O=c1ccc2ccc(CBr)cc2o1. Reaction SMILES: [Br:13][N:14]1[C:15](=[O:16])[CH2:17][CH2:18][C:19]1=[O:20].[CH3:1][c:2]1[cH:3][cH:4][c:5]2[cH:6][cH:7][c:8](=[O:12])[o:9][c:10]2[cH:11]1.[CH3:21][C:22]#[N:23]>>[CH2:1]([c:2]1[cH:3][cH:4][c:5]2[cH:6][cH:7][c:8](=[O:12])[o:9][c:10]2[cH:11]1)[Br:13]. The reactants are C(C1=CC=CC=C1)NC(C(CC(=O)O)(F)F)=O (4-(benzylamino)-3,3-difluoro-4-oxobutanoic acid), O=S(Cl)Cl (SOCl2). Run in [Cl-].[Na+].O (brine), C(C)(C)OC(=O)C (iPrOAc). Reaction conditions: temperature 55 celsius, time 4 hour. Yields the product C(C1=CC=CC=C1)N1C(C(CC1=O)(F)F)=O (1-benzyl-3,3-difluoropyrrolidine-2,5-dione). Yield: 65.0%. RXN SMILES: [CH2:1]([NH:8][C:9](=[O:17])[C:10]([F:16])([F:15])[CH2:11][C:12](O)=[O:13])[C:2]1[CH:7]=[CH:6][CH:5]=[CH:4][CH:3]=1.O=S(Cl)Cl>C(OC(C)=O)(C)C.[Cl-].[Na+].O>[CH2:1]([N:8]1[C:12](=[O:13])[CH2:11][C:10]([F:16])([F:15])[C:9]1=[O:17])[C:2]1[CH:7]=[CH:6][CH:5]=[CH:4][CH:3]=1 |f:3.4.5|. Procedure: To a solution of the crude 4-(benzylamino)-3,3-difluoro-4-oxobutanoic acid in iPrOAc (40 mL), SOCl2 (2.04 mL, 27.9 mmol, 2 eq) was added at ambient temperature. The reaction solution was stirred at 55° C. for 4 hr. The reaction was cooled to 0-5° C. Half saturated brine (50 mL) was added slowly to quench the excess SOCl2. The organic phase was washed with brine (70 mL) and 2 M Na2CO3 (about 50 mL) to pH=8-9, extracted two times with EtOAc. The combined organic layer was washed with brine (50 mL)... Starting materials: FC=1C=C(C=CC1)C1=CC=C(C=N1)C(=O)NC1CCN(CC1)C1=NC=C(C(=O)OC(C)(C)C)C=C1 (tert-butyl 6-[4-({[6-(3-fluorophenyl)pyridin-3-yl]carbonyl}amino)piperidin-1-yl]nicotinate), C(Cl)Cl (DCM), C(=O)(C(F)(F)F)O (TFA). Solvent: C1(=CC=CC=C1)C (toluene). Run at time 8 hour. Yields the product FC=1C=C(C=CC1)C1=CC=C(C=N1)C(=O)NC1CCN(CC1)C1=NC=C(C(=O)O)C=C1 (6-[4-({[6-(3-fluorophenyl)pyridin-3-yl]carbonyl}amino)piperidin-1-yl]nicotinic acid). RXN SMILES: [F:1][C:2]1[CH:3]=[C:4]([C:8]2[N:13]=[CH:12][C:11]([C:14]([NH:16][CH:17]3[CH2:22][CH2:21][N:20]([C:23]4[CH:35]=[CH:34][C:26]([C:27]([O:29]C(C)(C)C)=[O:28])=[CH:25][N:24]=4)[CH2:19][CH2:18]3)=[O:15])=[CH:10][CH:9]=2)[CH:5]=[CH:6][CH:7]=1.C(Cl)Cl.C(O)(C(F)(F)F)=O>C1(C)C=CC=CC=1>[F:1][C:2]1[CH:3]=[C:4]([C:8]2[N:13]=[CH:12][C:11]([C:14]([NH:16][CH:17]3[CH2:22][CH2:21][N:20]([C:23]4[CH:35]=[CH:34][C:26]([C:27]([OH:29])=[O:28])=[CH:25][N:24]=4)[CH2:19][CH2:18]3)=[O:15])=[CH:10][CH:9]=2)[CH:5]=[CH:6][CH:7]=1. Reported procedure: To a round-bottom flask containing tert-butyl 6-[4-({[6-(3-fluorophenyl)pyridin-3-yl]carbonyl}amino)piperidin-1-yl]nicotinate was added DCM (50 mL) and TFA (18 mL). After stirring at rt overnight the reaction was diluted with toluene (10 mL) and the solvent removed to give 6-[4-({[6-(3-fluorophenyl)pyridin-3-yl]carbonyl}amino)piperidin-1-yl]nicotinic acid, as a white solid (30 mg, 78%). 1H NMR (400 MHz, DMSO-d6) □ ppm 9.06 (1H, s), 8.62 (1H, s), 8.47 (1H, d, J=7.9 Hz), 8.22-8.32 (1H, m), 8.10 (1... Starting materials: CN1C(=C(C2=CC(=CC=C12)O)C1=CC=NC=C1)C (1,2-dimethyl-3-(4-pyridyl)-1H-indole-5-ol), C(C)OC(C(C)(C)Br)=O (2-bromo-2-methyl-propanoic acid ethylester). Product: C(C)OC(C(C)(OC=1C=C2C(=C(N(C2=CC1)C)C)C1=CC=NC=C1)C)=O (2-Methyl-2-[1,2-dimethyl-3-(4-pyridyl)-1H-indole-5-yloxy]-propanoic acid ethylester). As a reaction SMILES: [CH3:1][N:2]1[C:10]2[C:5](=[CH:6][C:7]([OH:11])=[CH:8][CH:9]=2)[C:4]([C:12]2[CH:17]=[CH:16][N:15]=[CH:14][CH:13]=2)=[C:3]1[CH3:18].[CH2:19]([O:21][C:22](=[O:27])[C:23](Br)([CH3:25])[CH3:24])[CH3:20]>>[CH2:19]([O:21][C:22](=[O:27])[C:23]([CH3:25])([O:11][C:7]1[CH:6]=[C:5]2[C:10](=[CH:9][CH:8]=1)[N:2]([CH3:1])[C:3]([CH3:18])=[C:4]2[C:12]1[CH:17]=[CH:16][N:15]=[CH:14][CH:13]=1)[CH3:24])[CH3:20]. Reported procedure: In accordance with a procedure analogous to that of Example 10, the above compound was prepared from 1,2-dimethyl-3-(4-pyridyl)-1H-indole-5-ol and 2-bromo-2-methyl-propanoic acid ethylester. The reactants are S1NC(C2=C1C=CC=C2)=O (benzo[d]isothiazol-3-one), C(CCCCCCCCCCC)N=C=O (dodecyl isocyanate), IR(CHCl3). Yields the product C(CCCCCCCCCCC)NC(=O)N1SC2=C(C1=O)C=CC=C2 (3-Oxo-3H-benzo[d]isothiazole-2-carboxylic acid dodecylamide). RXN SMILES: [S:1]1[C:5]2[CH:6]=[CH:7][CH:8]=[CH:9][C:4]=2[C:3](=[O:10])[NH:2]1.[CH2:11]([N:23]=[C:24]=[O:25])[CH2:12][CH2:13][CH2:14][CH2:15][CH2:16][CH2:17][CH2:18][CH2:19][CH2:20][CH2:21][CH3:22]>>[CH2:11]([NH:23][C:24]([N:2]1[C:3](=[O:10])[C:4]2[CH:9]=[CH:8][CH:7]=[CH:6][C:5]=2[S:1]1)=[O:25])[CH2:12][CH2:13][CH2:14][CH2:15][CH2:16][CH2:17][CH2:18][CH2:19][CH2:20][CH2:21][CH3:22]. Procedure details: Following the synthetic procedure of 6a as described in Example 1, compound 6g (78% yield) was synthesized from benzo[d]isothiazol-3-one and dodecyl isocyanate as a white solid. mp 66-67° C.; IR(CHCl3) 3279, 1709, 1660, 1536 cm−1; 1H-NMR (CDCl3) δ0.87 (t, J=6.8 Hz, 3H), 1.20-1.39 (m, 18H), 1.59-1.66 (m, 2H), 3.40-3.46 (m, 2H), 7.42 (t, J=7.6 Hz, 1H), 7.57 (d, J=7.6 Hz, 1H), 7.69 (t, J=7.6 Hz, 1H), 8.01 (d, J=7.6 Hz, 1H), 8.87 (br s, 1H); ESIMS m/e 363 (M++1).